Dataset: the Open Reaction Database (ORD), a public repository of structured organic reaction records. Task: describe an organic reaction: reactants, conditions, products, and yield Starting materials: CC(=O)C1=CC(=C(C=C1)OC)F (3-fluoro-4-methoxyacetophenone), C(C(=O)OC)(=O)OC (dimethyl oxalate), solution, CCC(C)(C)[O-].[K+] (potassium tert-amylate), C1(=CC=CC=C1)C (toluene). The solvent is C1CCOC1 (THF), O (Water), C1CCOC1 (THF), O (Water). Conditions: time 14 hour. Product: FC=1C=C(C=CC1OC)C(CC(C(=O)O)=O)=O (4-(3-fluoro-4-methoxyphenyl)-4,2-dioxobutyric acid). Yield: 83.5%. RXN SMILES: [CH3:1][C:2]([C:4]1[CH:9]=[CH:8][C:7]([O:10][CH3:11])=[C:6]([F:12])[CH:5]=1)=[O:3].[C:13](OC)(=[O:18])[C:14]([O:16]C)=[O:15].CCC([O-])(C)C.[K+].C1(C)C=CC=CC=1>C1COCC1.O>[F:12][C:6]1[CH:5]=[C:4]([C:2](=[O:3])[CH2:1][C:13](=[O:18])[C:14]([OH:16])=[O:15])[CH:9]=[CH:8][C:7]=1[O:10][CH3:11] |f:2.3|. Procedure: To a solution of 3-fluoro-4-methoxyacetophenone (2.59 g, 15.4 mmol) and dimethyl oxalate (2.0 g, 16.9 mmol) in THF (25 ml) was portionwise added a 1.7 M solution of potassium tert-amylate in toluene (25 ml, 42.5 mmol). The mixture was stirred at room temperature for 14 hours. Water (1.0 ml) and more THF (25 ml) were added, and stirring at room temperature was continued for 30 hours. Water (250 ml) was added, and the mixture was washed with a mixture of heptane and toluene. The aqueous phase was ... The reactants are O=C(O)c1cc(Br)co1, CCOC(=O)c1cc(Br)c(Br)o1. The product is CCOC(=O)c1cc(Br)co1. Reaction SMILES: [Br:13][c:14]1[cH:15][c:16]([C:17]([OH:18])=[O:19])[o:20][cH:21]1.[Br:1][c:2]1[cH:3][c:4]([C:8](=[O:9])[O:10][CH2:11][CH3:12])[o:5][c:6]1[Br:7]>>[Br:1][c:2]1[cH:3][c:4]([C:8](=[O:9])[O:10][CH2:11][CH3:12])[o:5][cH:6]1. Reactants: C(C=CC1=CC=CC=C1)(=O)OCC(=O)OC=C (vinyloxycarbonylmethyl cinnamate), C(C(=C)C)(=O)OCCCCCCCCCCCCCCCCCC (stearyl methacrylate), N(=NC(C#N)(C)C)C(C#N)(C)C (azobis-isobutyronitrile). The solvent is CC(=O)C (acetone). The product is C(C=CC1=CC=CC=C1)(=O)OCC(=O)OC=C.C(C(=C)C)(=O)OCCCCCCCCCCCCCCCCCC (vinyloxycarbonylmethyl cinnamate stearyl methacrylate). As a reaction SMILES: [C:1]([O:11][CH2:12][C:13]([O:15][CH:16]=[CH2:17])=[O:14])(=[O:10])[CH:2]=[CH:3][C:4]1[CH:9]=[CH:8][CH:7]=[CH:6][CH:5]=1.[C:18]([O:23][CH2:24][CH2:25][CH2:26][CH2:27][CH2:28][CH2:29][CH2:30][CH2:31][CH2:32][CH2:33][CH2:34][CH2:35][CH2:36][CH2:37][CH2:38][CH2:39][CH2:40][CH3:41])(=[O:22])[C:19]([CH3:21])=[CH2:20].N(C(C)(C)C#N)=NC(C)(C)C#N>CC(C)=O>[C:1]([O:11][CH2:12][C:13]([O:15][CH:16]=[CH2:17])=[O:14])(=[O:10])[CH:2]=[CH:3][C:4]1[CH:9]=[CH:8][CH:7]=[CH:6][CH:5]=1.[C:18]([O:23][CH2:24][CH2:25][CH2:26][CH2:27][CH2:28][CH2:29][CH2:30][CH2:31][CH2:32][CH2:33][CH2:34][CH2:35][CH2:36][CH2:37][CH2:38][CH2:39][CH2:40][CH3:41])(=[O:22])[C:19]([CH3:21])=[CH2:20] |f:4.5|. Procedure: 2 g of vinyloxycarbonylmethyl cinnamate prepared according to Example 1 arecopolymerized with 1 g of stearyl methacrylate in solution in 2 g of acetone, in the presence of 0.3 g of azobis-isobutyronitrile. The reactants are CCOC(=O)N1C(NC(C)C)=NS(=O)(=O)c2c1sc(C)c2C#N, [Na+], [OH-]. Product: Cc1sc2c(c1C#N)S(=O)(=O)N=C(NC(C)C)N2. As a reaction SMILES: [C:1](#[N:2])[c:3]1[c:4]([CH3:23])[s:5][c:6]2[c:11]1[S:10](=[O:12])(=[O:13])[N:9]=[C:8]([NH:14][CH:15]([CH3:16])[CH3:17])[N:7]2[C:18]([O:19][CH2:20][CH3:21])=[O:22].[Na+:25].[OH-:24]>>[C:1](#[N:2])[c:3]1[c:4]([CH3:23])[s:5][c:6]2[c:11]1[S:10](=[O:12])(=[O:13])[N:9]=[C:8]([NH:14][CH:15]([CH3:16])[CH3:17])[NH:7]2.